From a dataset of the Open Reaction Database (ORD), a public repository of structured organic reaction records. describe an organic reaction: reactants, conditions, products, and yield The reactants are O1N=C(C=C1)C1(CC1)C#N (1-(isoxazol-3-yl)cyclopropanecarbonitrile), C(C)O (ethanol), C(C)(=O)Cl (acetyl chloride). Run at time 18 hour. The product is Cl.O1N=C(C=C1)C1(CC1)C(OCC)=N (Ethyl 1-(isoxazol-3-yl)cyclopropanecarbimidate hydrochloride). Yield: 66.9%. RXN SMILES: [O:1]1[CH:5]=[CH:4][C:3]([C:6]2([C:9]#[N:10])[CH2:8][CH2:7]2)=[N:2]1.[CH2:11]([OH:13])[CH3:12].C([Cl:17])(=O)C>>[ClH:17].[O:1]1[CH:5]=[CH:4][C:3]([C:6]2([C:9](=[NH:10])[O:13][CH2:11][CH3:12])[CH2:8][CH2:7]2)=[N:2]1 |f:3.4|. Reported procedure: Into an 8 mL vial containing 1-(isoxazol-3-yl)cyclopropanecarbonitrile (243 mg, 1.4 mmol) and ethanol (1.98 mL, 34 mmol) was added acetyl chloride (1.45 mL, 20.4 mmol) at 0° C. The reaction mixture was stirred for 18 h at room temperature. An aliquot was removed and the solvent evaporated; 1H NMR showed the presence of product. 1H NMR (500 MHz, CDCl3) δ 1.44 (t, 3H), 1.74-1.79 (m, 2H), 2.16-2.20 (m, 2H), 4.77 (q, 2H), 6.35 (d, 1H), 8.46 (d, 1H). The reaction mixture was concentrated under reduce... Reactants: O=C([O-])O, CCOC(=O)C(C)c1ccc2c(c1)C(=O)CC(C(C)(C)C)O2, CCO, [Na+], O. The product is CC(C(=O)O)c1ccc2c(c1)C(=O)CC(C(C)(C)C)O2. RXN SMILES: [C:23](=[O:24])([OH:25])[O-:26].[CH2:1]([CH3:2])[O:3][C:4]([CH:5]([CH3:6])[c:7]1[cH:8][cH:9][c:10]2[c:11]([cH:21]1)[C:12](=[O:20])[CH2:13][CH:14]([C:16]([CH3:17])([CH3:18])[CH3:19])[O:15]2)=[O:22].[CH3:29][CH2:30][OH:31].[Na+:27].[OH2:28]>>[O:3]=[C:4]([CH:5]([CH3:6])[c:7]1[cH:8][cH:9][c:10]2[c:11]([cH:21]1)[C:12](=[O:20])[CH2:13][CH:14]([C:16]([CH3:17])([CH3:18])[CH3:19])[O:15]2)[OH:22]. Yields the product CC(OCC12CCCN(CC1)C2)c1cccnc1. Reaction conditions: temperature 70 celsius, time 16 hour. The solvent is CN(C)C=O (DMF), CN(C)C=O (dmf), CN(C)C=O (DMF). Starting materials: CC(Cl)c1cccnc1, OCC12CCCN(CC1)C2. The reagents and catalysts are O=C([O-])[O-].[Cs+].[Cs+] (cesium carbonate), [I-].[K+] (potassium iodide). The reactants are CS(C)=O, CCOC(=O)C=CC(F)(F)F, COc1cccc(C=O)c1O. Product: CCOC(=O)C1=Cc2cccc(OC)c2OC1C(F)(F)F. RXN SMILES: [CH3:23][S:24]([CH3:25])=[O:26].[F:12][C:13]([CH:14]=[CH:15][C:16](=[O:17])[O:18][CH2:19][CH3:20])([F:21])[F:22].[OH:1][c:2]1[c:3]([CH:4]=[O:5])[cH:6][cH:7][cH:8][c:9]1[O:10][CH3:11]>>[O:1]1[c:2]2[c:3]([cH:6][cH:7][cH:8][c:9]2[O:10][CH3:11])[CH:4]=[C:15]([C:16](=[O:17])[O:18][CH2:19][CH3:20])[CH:14]1[C:13]([F:12])([F:21])[F:22]. Starting materials: ClC1=NC(=C2NC=NC2=N1)Cl (2,6-dichloropurine), N1CCC2=CC=CC=C12 (indoline). Solvent: C(CCC)O (butanol). Conditions: time 17 hour. Yields the product ClC1=NC(=C2N=CNC2=N1)N1CCC2=CC=CC=C12 (2-chloro-6-(2,3-dihydro-1H-indol-1-yl)-9H-purine). Isolated yield 96.4%. RXN SMILES: [Cl:1][C:2]1[N:10]=[C:9]2[C:5]([NH:6][CH:7]=[N:8]2)=[C:4](Cl)[N:3]=1.[NH:12]1[C:20]2[C:15](=[CH:16][CH:17]=[CH:18][CH:19]=2)[CH2:14][CH2:13]1>C(O)CCC>[Cl:1][C:2]1[N:10]=[C:9]2[C:5]([N:6]=[CH:7][NH:8]2)=[C:4]([N:12]2[C:20]3[C:15](=[CH:16][CH:17]=[CH:18][CH:19]=3)[CH2:14][CH2:13]2)[N:3]=1. Reported procedure: 189 mg of 2,6-dichloropurine, 4 ml of butanol and 143 mg (1.2 equivalents) of indoline are mixed and brought to a temperature of 80° C. for approximately 17 hours. The mixture is allowed to return to ambient temperature. Partial drying, washing with ethyl ether and drying under vacuum are carried out, and 262 mg of expected product are obtained in the form of beige-colored crystals. The reactants are Cl.OC1C(CNCC1)(C(=O)OC)C (methyl 4-hydroxy-3-methyl-piperidine-3-carboxylate hydrochloride), CCN(C(C)C)C(C)C (DIPEA), BrC=1C=NC(=NC1)Cl (5-bromo-2-chloropyrimidine). The solvent is CCO (EtOH). Conditions: time 10 minute. Product: BrC=1C=NC(=NC1)N1CC(C(CC1)O)(C(=O)OC)C (Methyl 1-(5-bromopyrimidin-2-yl)-4-hydroxy-3-methyl-piperidine-3-carboxylate). Yield: 54.7%. RXN SMILES: Cl.[OH:2][CH:3]1[CH2:8][CH2:7][NH:6][CH2:5][C:4]1([CH3:13])[C:9]([O:11][CH3:12])=[O:10].CCN(C(C)C)C(C)C.[Br:23][C:24]1[CH:25]=[N:26][C:27](Cl)=[N:28][CH:29]=1>CCO>[Br:23][C:24]1[CH:25]=[N:26][C:27]([N:6]2[CH2:7][CH2:8][CH:3]([OH:2])[C:4]([CH3:13])([C:9]([O:11][CH3:12])=[O:10])[CH2:5]2)=[N:28][CH:29]=1 |f:0.1|. Procedure details: To a solution of methyl 4-hydroxy-3-methyl-piperidine-3-carboxylate hydrochloride (0.4 g, 1.91 mmol) in EtOH (10 mL) was added DIPEA (1.7 mL, 9.55 mmol) at rt. The resulted mixture was stirred at rt for 10 min followed by addition of 5-bromo-2-chloropyrimidine (0.37 g, 1.91 mmol). The reaction mixture was heated up to 70° C. for 1 h. After completion of reaction (by TLC), solvent was evaporated and the crude residue was purified over 100-200 M silica-gel by using 25% EtOAc: hexane to obtain the ... Reactants: C(C)(C)(C)OC(=O)N1C[C@@H](CC1)O ((R)-(−)-3-Hydroxy-pyrrolidine-1-carboxylic acid tert-butyl ester), CCN(CC)S(F)(F)F (DAST), ice. The solvent is CCOC(=O)C (EtOAc). Reaction conditions: time 1.5 hour. Yields the product C(C)(C)(C)OC(=O)N1CC(CC1)F (3-Fluoro-pyrrolidine-1-carboxylic acid tert-butyl ester). As a reaction SMILES: [C:1]([O:5][C:6]([N:8]1[CH2:12][CH2:11][C@@H:10](O)[CH2:9]1)=[O:7])([CH3:4])([CH3:3])[CH3:2].CCN(S(F)(F)[F:20])CC>CCOC(C)=O>[C:1]([O:5][C:6]([N:8]1[CH2:12][CH2:11][CH:10]([F:20])[CH2:9]1)=[O:7])([CH3:4])([CH3:3])[CH3:2]. Reported procedure: A −70° C. solution of (R)-(−)-3-Hydroxy-pyrrolidine-1-carboxylic acid tert-butyl ester (5 g, 26.7 mmol) in anhydrous EtOAc (250 mL) was treated dropwise with DAST (4.6 mL, 1.3 equiv.) and stirred for 1.5 h. The reaction was allowed to warm to room temperature over a period of 3 h. The reaction mixture was poured into ice cold saturated aqueous sodium bicarbonate solution (300 mL). The EtOAc layer was separated and washed with additional saturated aqueous sodium bicarbonate solution (2×300 mL) an... Reactants: CCOC(=O)[C@@H]1N(C(CC1)=O)C(=O)OC(C)(C)C ((R)-5-oxopyrrolidine-1,2-dicarboxylic acid 1-tert-butyl ester 2-ethyl ester), [Cl-].[NH4+] (ammonium chloride), C(C)(=O)OCC (ethyl acetate), FC=1C=C(C=C(C1F)F)[Mg]Br (3,4,5-trifluorophenylmagnesium bromide). The solvent is C1CCOC1 (THF). Reaction conditions: temperature -40 celsius, time 5 hour. The product is C(C)(C)(C)OC(=O)N[C@@H](C(=O)OCC)CCC(C1=CC(=C(C(=C1)F)F)F)=O (ethyl (R)-2-tert-butoxycarbonylamino-5-oxo-5-(3,4,5-trifluorophenyl)pentanoate). Reaction SMILES: [CH3:1][CH2:2][O:3][C:4]([C@H:6]1[CH2:10][CH2:9][C:8](=[O:11])[N:7]1[C:12]([O:14][C:15]([CH3:18])([CH3:17])[CH3:16])=[O:13])=[O:5].[F:19][C:20]1[CH:21]=[C:22]([Mg]Br)[CH:23]=[C:24]([F:27])[C:25]=1[F:26].[Cl-].[NH4+].C(OCC)(=O)C>C1COCC1>[C:15]([O:14][C:12]([NH:7][C@H:6]([CH2:10][CH2:9][C:8](=[O:11])[C:22]1[CH:21]=[C:20]([F:19])[C:25]([F:26])=[C:24]([F:27])[CH:23]=1)[C:4]([O:3][CH2:2][CH3:1])=[O:5])=[O:13])([CH3:18])([CH3:17])[CH3:16] |f:2.3|. Reported procedure: To a solution of (R)-5-oxopyrrolidine-1,2-dicarboxylic acid 1-tert-butyl ester 2-ethyl ester (CAS No. 128811-48-3; 4.1 g) in THF (100 mL), 3,4,5-trifluorophenylmagnesium bromide (0.35 M solution in diethyl ether; 55 mL) was added dropwise at −40° C. over 20 minutes, and the reaction solution was stirred at −40° C. for five hours. Saturated aqueous ammonium chloride and ethyl acetate were added to the solution. The reaction solution was heated to room temperature, and the organic layer was separa... Starting materials: CCCC(C(=O)OC)N1CC(Oc2c(F)cccc2F)=CC1=O, [Li+], C1CCOC1, [OH-], O, O, O. The product is CCCC(C(=O)O)N1CC(Oc2c(F)cccc2F)=CC1=O. As a reaction SMILES: [CH3:1][O:2][C:3]([CH:4]([CH2:5][CH2:6][CH3:7])[N:8]1[C:9](=[O:22])[CH:10]=[C:11]([O:13][c:14]2[c:15]([F:21])[cH:16][cH:17][cH:18][c:19]2[F:20])[CH2:12]1)=[O:23].[Li+:26].[O:29]1[CH2:30][CH2:31][CH2:32][CH2:33]1.[OH-:25].[OH2:24].[OH2:27].[OH2:28]>>[O:2]=[C:3]([CH:4]([CH2:5][CH2:6][CH3:7])[N:8]1[C:9](=[O:22])[CH:10]=[C:11]([O:13][c:14]2[c:15]([F:21])[cH:16][cH:17][cH:18][c:19]2[F:20])[CH2:12]1)[OH:23].